This data is from the Open Reaction Database (ORD), a public repository of structured organic reaction records. The task is: describe an organic reaction: reactants, conditions, products, and yield Starting materials: ClCCl, O=C(Cl)c1cccc(Cl)c1, ClC(Cl)Cl, CNC(=O)c1cc(Oc2ccc3c(N)cccc3c2)ccn1, [Na+], O=C([O-])O. The product is CNC(=O)c1cc(Oc2ccc3c(NC(=O)c4cccc(Cl)c4)cccc3c2)ccn1. RXN SMILES: [Cl:28][CH2:29][Cl:30].[Cl:31][c:32]1[cH:33][c:34]([C:35](=[O:36])[Cl:37])[cH:38][cH:39][cH:40]1.[Cl:41][CH:42]([Cl:43])[Cl:44].[NH2:1][c:2]1[c:3]2[cH:4][cH:5][c:6]([O:12][c:13]3[cH:14][c:15]([C:19](=[O:20])[NH:21][CH3:22])[n:16][cH:17][cH:18]3)[cH:7][c:8]2[cH:9][cH:10][cH:11]1.[Na+:27].[O-:23][C:24]([OH:25])=[O:26]>>[NH:1]([c:2]1[c:3]2[cH:4][cH:5][c:6]([O:12][c:13]3[cH:14][c:15]([C:19](=[O:20])[NH:21][CH3:22])[n:16][cH:17][cH:18]3)[cH:7][c:8]2[cH:9][cH:10][cH:11]1)[C:35]([c:34]1[cH:33][c:32]([Cl:31])[cH:40][cH:39][cH:38]1)=[O:36]. Reported procedure: The title compound was prepared following the same general protocol as described in Step 8-9, Example 1, using the (S)-1-(2-fluorophenyl)ethanamine and the 1-((2′-(tert-butoxycarbonyl)-[1,1′-biphenyl]-4-yl)methyl)-2,3-dimethyl-1H-indole-5-carboxylic acid. ESI-MS (m/z): 521 [M+H]+. Reactants: FC1=C(C=CC=C1)[C@H](C)N ((S)-1-(2-fluorophenyl)ethanamine), C(C)(C)(C)OC(=O)C1=C(C=CC=C1)C1=CC=C(C=C1)CN1C(=C(C2=CC(=CC=C12)C(=O)O)C)C (1-((2′-(tert-butoxycarbonyl)-[1,1′-biphenyl]-4-yl)methyl)-2,3-dimethyl-1H-indole-5-carboxylic acid). The product is FC1=C(C=CC=C1)[C@H](C)NC(=O)C=1C=C2C(=C(N(C2=CC1)CC1=CC=C(C=C1)C=1C(=CC=CC1)C(=O)O)C)C ((S)-4′-((5-((1-(2-fluorophenyl)ethyl)carbamoyl)-2,3-dimethyl-1H-indol-1-yl)methyl)-[1,1′-biphenyl]-2-carboxylic acid). RXN SMILES: [F:1][C:2]1[CH:7]=[CH:6][CH:5]=[CH:4][C:3]=1[C@@H:8]([NH2:10])[CH3:9].C([O:15][C:16]([C:18]1[CH:23]=[CH:22][CH:21]=[CH:20][C:19]=1[C:24]1[CH:29]=[CH:28][C:27]([CH2:30][N:31]2[C:39]3[C:34](=[CH:35][C:36]([C:40](O)=[O:41])=[CH:37][CH:38]=3)[C:33]([CH3:43])=[C:32]2[CH3:44])=[CH:26][CH:25]=1)=[O:17])(C)(C)C>>[F:1][C:2]1[CH:7]=[CH:6][CH:5]=[CH:4][C:3]=1[C@@H:8]([NH:10][C:40]([C:36]1[CH:35]=[C:34]2[C:39](=[CH:38][CH:37]=1)[N:31]([CH2:30][C:27]1[CH:26]=[CH:25][C:24]([C:19]3[C:18]([C:16]([OH:17])=[O:15])=[CH:23][CH:22]=[CH:21][CH:20]=3)=[CH:29][CH:28]=1)[C:32]([CH3:44])=[C:33]2[CH3:43])=[O:41])[CH3:9]. Starting materials: [Al+3], CNC(=O)CC(O)c1cccs1, [H-], [H-], [H-], [H-], [Li+], [Na+], C1CCOC1, [OH-], O. Yields the product CNCCC(O)c1cccs1. As a reaction SMILES: [Al+3:2].[CH3:7][NH:8][C:9]([CH2:10][CH:11]([c:12]1[s:13][cH:14][cH:15][cH:16]1)[OH:17])=[O:18].[H-:1].[H-:4].[H-:5].[H-:6].[Li+:3].[Na+:21].[O:22]1[CH2:23][CH2:24][CH2:25][CH2:26]1.[OH-:20].[OH2:19]>>[CH3:7][NH:8][CH2:9][CH2:10][CH:11]([c:12]1[s:13][cH:14][cH:15][cH:16]1)[OH:17].